This data is from the Open Reaction Database (ORD), a public repository of structured organic reaction records. The task is: describe an organic reaction: reactants, conditions, products, and yield The reactants are FC1=C(C=CC(=C1)C(C(=O)O)C)C1=CC=CC=C1 (2-(2-fluorobiphenyl-4-yl)propanoic acid), O1C(=CC=C1)CN (furan-2-ylmethanamine). Yields the product FC1=C(C=CC(=C1)C(C(=O)NCC=1OC=CC1)C)C1=CC=CC=C1 (2-(2-fluorobiphenyl-4-yl)-N-(furan-2-ylmethyl)propanamide). Yield: 75.0%. RXN SMILES: [F:1][C:2]1[CH:7]=[C:6]([CH:8]([CH3:12])[C:9]([OH:11])=O)[CH:5]=[CH:4][C:3]=1[C:13]1[CH:18]=[CH:17][CH:16]=[CH:15][CH:14]=1.[O:19]1[CH:23]=[CH:22][CH:21]=[C:20]1[CH2:24][NH2:25]>>[F:1][C:2]1[CH:7]=[C:6]([CH:8]([CH3:12])[C:9]([NH:25][CH2:24][C:20]2[O:19][CH:23]=[CH:22][CH:21]=2)=[O:11])[CH:5]=[CH:4][C:3]=1[C:13]1[CH:18]=[CH:17][CH:16]=[CH:15][CH:14]=1. Procedure details: Prepared in a similar manner to Example 3 from 2-(2-fluorobiphenyl-4-yl)propanoic acid and furan-2-ylmethanamine. Yield: 75%. 1H NMR (500 MHz, CDCl3): δ 1.55-1.56 (d, 3H), 3.56-3.58 (m, 1H), 4.35-4.40 (dd, 1H, J1=5.3 Hz, J2=15.5 Hz), 4.45-4.49 (dd, 1H, J1=5.7 Hz, J2=15.6 Hz), 5.72 (s br, 1H), 6.16 (d, 1H, J=2.7 Hz), 6.39 (m, 1H), 7.10-7.15 (m, 2H), 7.25-7.45 (m, 5H), 7.54 (m, 2H). The reactants are CCN(CC)CCCBr, Br, O=C([O-])[O-], CN(C)C=O, [K+], [K+], Nc1nn(CCCN2CCOCC2)c2ccc(Cl)cc12, O. The product is CCN(CC)CCCNc1nn(CCCN2CCOCC2)c2ccc(Cl)cc12. Reaction SMILES: [Br:27][CH2:28][CH2:29][CH2:30][N:31]([CH2:32][CH3:33])[CH2:34][CH3:35].[BrH:26].[C:36](=[O:37])([O-:38])[O-:39].[CH3:1][N:2]([CH3:3])[CH:4]=[O:5].[K+:40].[K+:41].[O:6]1[CH2:7][CH2:8][N:9]([CH2:12][CH2:13][CH2:14][n:15]2[n:16][c:17]([NH2:25])[c:18]3[cH:19][c:20]([Cl:24])[cH:21][cH:22][c:23]23)[CH2:10][CH2:11]1.[OH2:42]>>[O:6]1[CH2:7][CH2:8][N:9]([CH2:12][CH2:13][CH2:14][n:15]2[n:16][c:17]([NH:25][CH2:28][CH2:29][CH2:30][N:31]([CH2:32][CH3:33])[CH2:34][CH3:35])[c:18]3[cH:19][c:20]([Cl:24])[cH:21][cH:22][c:23]23)[CH2:10][CH2:11]1. Starting materials: O=C([O-])[O-], [CH2]C, CC1(C)OCC(CNc2c([N+](=O)[O-])cnc3cc(OCc4ccccc4)ccc23)O1, ClCCl, [K+], [K+], [Na+], [Na+], O, O=S(=O)([O-])S(=O)(=O)[O-]. Yields the product CC1(C)OCC(CNc2c(N)cnc3cc(OCc4ccccc4)ccc23)O1. Reaction SMILES: [C:11](=[O:12])([O-:13])[O-:14].[CH2:17][CH3:18].[CH2:19]([c:20]1[cH:21][cH:22][cH:23][cH:24][cH:25]1)[O:26][c:27]1[cH:28][cH:29][c:30]2[c:31]([NH:40][CH2:41][CH:42]3[O:43][C:44]([CH3:47])([CH3:48])[O:45][CH2:46]3)[c:32]([N+:37]([O-:38])=[O:39])[cH:33][n:34][c:35]2[cH:36]1.[Cl:50][CH2:51][Cl:52].[K+:15].[K+:16].[Na+:10].[Na+:9].[OH2:49].[S:1]([S:2]([O-:3])(=[O:4])=[O:5])([O-:6])(=[O:7])=[O:8]>>[CH2:19]([c:20]1[cH:21][cH:22][cH:23][cH:24][cH:25]1)[O:26][c:27]1[cH:28][cH:29][c:30]2[c:31]([NH:40][CH2:41][CH:42]3[O:43][C:44]([CH3:47])([CH3:48])[O:45][CH2:46]3)[c:32]([NH2:37])[cH:33][n:34][c:35]2[cH:36]1. Reactants: C(C1=CC=CC=C1)Br (Benzyl bromide), Cl.N1(N=CN=C1)CC(=O)N1[C@@H](C[C@H](C1)CN)C(=O)NC1=CC=C(C=C1)OC1=CC=C(C=C1)F ((2S,4S)-1-(2-(1H-1,2,4-triazol-1-yl)acetyl)-4-aminomethyl-N-(4-(4-fluorophenoxy)phenyl)pyrrolidine-2-carboxamide hydrochloride salt), CN(C)C=O (DMF), C(=O)([O-])[O-].[K+].[K+] (K2CO3). Run in Cl (hydrochloric acid). Run at time 30 minute. Product: Compound 262, N1(N=CN=C1)CC(=O)N1[C@@H](C[C@H](C1)CNCC1=CC=CC=C1)C(=O)NC1=CC=C(C=C1)OC1=CC=C(C=C1)F ((2S,4S)-1-(2-(1H-1,2,4-triazol-1-yl)acetyl)-4-((benzylamino)methyl)-N-(4-(4-fluorophenoxy)phenyl)pyrrolidine-2-carboxamide). Isolated yield 7.9%. As a reaction SMILES: [CH2:1](Br)[C:2]1[CH:7]=[CH:6][CH:5]=[CH:4][CH:3]=1.Cl.[N:10]1([CH2:15][C:16]([N:18]2[CH2:22][C@H:21]([CH2:23][NH2:24])[CH2:20][C@H:19]2[C:25]([NH:27][C:28]2[CH:33]=[CH:32][C:31]([O:34][C:35]3[CH:40]=[CH:39][C:38]([F:41])=[CH:37][CH:36]=3)=[CH:30][CH:29]=2)=[O:26])=[O:17])[CH:14]=[N:13][CH:12]=[N:11]1.CN(C=O)C.C([O-])([O-])=O.[K+].[K+]>Cl>[N:10]1([CH2:15][C:16]([N:18]2[CH2:22][C@H:21]([CH2:23][NH:24][CH2:1][C:2]3[CH:7]=[CH:6][CH:5]=[CH:4][CH:3]=3)[CH2:20][C@H:19]2[C:25]([NH:27][C:28]2[CH:33]=[CH:32][C:31]([O:34][C:35]3[CH:36]=[CH:37][C:38]([F:41])=[CH:39][CH:40]=3)=[CH:30][CH:29]=2)=[O:26])=[O:17])[CH:14]=[N:13][CH:12]=[N:11]1 |f:1.2,4.5.6|. Reported procedure: Benzyl bromide (0.067 mL, 0.56 mmol) was added to a mixture of (2S,4S)-1-(2-(1H-1,2,4-triazol-1-yl)acetyl)-4-aminomethyl-N-(4-(4-fluorophenoxy)phenyl)pyrrolidine-2-carboxamide hydrochloride salt (0.247 g, 0.564 mmol), DMF (10 mL) and K2CO3 (0.312 g, 2.26 mmol), prepared as in Reference 12. The reaction mixture was stirred at ambient temperature for 30 minutes and then diluted with 1N hydrochloric acid (30 mL). The dilution was washed with ethyl acetate (30 mL). The aqueous layer was basified wit...